From a dataset of the Open Reaction Database (ORD), a public repository of structured organic reaction records. describe an organic reaction: reactants, conditions, products, and yield Starting materials: [N+](=O)([O-])C=1C=C(C=CC1)CC(=O)O (2-(3-nitrophenyl)acetic acid), S(=O)(Cl)Cl (thionyl chloride), CN(C)C=O (DMF). Run in C1(=CC=CC=C1)C (toluene). Product: [N+](=O)([O-])C=1C=C(C=CC1)CC(=O)Cl (2-(3-nitrophenyl)acetyl chloride). Yield: 98.9%. Reaction SMILES: [N+:1]([C:4]1[CH:5]=[C:6]([CH2:10][C:11]([OH:13])=O)[CH:7]=[CH:8][CH:9]=1)([O-:3])=[O:2].S(Cl)([Cl:16])=O.CN(C=O)C>C1(C)C=CC=CC=1>[N+:1]([C:4]1[CH:5]=[C:6]([CH2:10][C:11]([Cl:16])=[O:13])[CH:7]=[CH:8][CH:9]=1)([O-:3])=[O:2]. Procedure: A mixture of commercially available 2-(3-nitrophenyl)acetic acid [CAS no. 1877-73-2] (25.8 g, 142 mmol, Eq: 1.00) and thionyl chloride (25.4 g, 15.5 ml, 214 mmol, Eq: 1.5) in toluene (141 ml) and DMF (208 mg, 221 μl, 2.85 mmol, Eq: 0.02) was stirred at 80° C. for 2 h. The hot solution was filtered through a Sartorius filter, the filtrate was evaporated and dried in HV to give the 2-(3-nitrophenyl)acetyl chloride (28.12 g, 141 mmol, 98.9% yield) as a yellow solid, which was used without further p... The reactants are N#Cc1ccc(CBr)cc1, CCOC(=O)C(NC(C)=O)C(=O)OCC, CC[O-], CCO, [Na+], O. The product is CCOC(=O)C(Cc1ccc(C#N)cc1)(NC(C)=O)C(=O)OCC. As a reaction SMILES: [C:16](#[N:17])[c:18]1[cH:19][cH:20][c:21]([CH2:22][Br:23])[cH:24][cH:25]1.[C:1]([CH3:2])(=[O:3])[NH:4][CH:5]([C:6](=[O:7])[O:8][CH2:9][CH3:10])[C:11](=[O:12])[O:13][CH2:14][CH3:15].[CH3:26][CH2:27][O-:28].[CH3:31][CH2:32][OH:33].[Na+:29].[OH2:30]>>[C:1]([CH3:2])(=[O:3])[NH:4][C:5]([C:6](=[O:7])[O:8][CH2:9][CH3:10])([C:11](=[O:12])[O:13][CH2:14][CH3:15])[CH2:22][c:21]1[cH:20][cH:19][c:18]([C:16]#[N:17])[cH:25][cH:24]1.